Task: describe an organic reaction: reactants, conditions, products, and yield. Dataset: the Open Reaction Database (ORD), a public repository of structured organic reaction records Reactants: C(C)OC=1N(C(C=C(N1)C)=O)CC1=CC=C(C=C1)C=1C(=CC=CC1)C#N (4′-[(2-ethoxy-4-methyl-6-oxopyrimidin-1(6H)-yl)methyl]biphenyl-2-carbonitrile), C(C)(=O)[O-].[Na+] (sodium acetate), BrBr (bromine). Solvent: C(C)(=O)OCC (ethyl acetate), C(C)(=O)O (acetic acid). Reaction conditions: time 2 hour. The product is BrC1=C(N=C(N(C1=O)CC1=CC=C(C=C1)C=1C(=CC=CC1)C#N)OCC)C (4′-[(5-bromo-2-ethoxy-4-methyl-6-oxopyrimidin-1(6H)-yl)methyl]biphenyl-2-carbonitrile). The yield is 94.0%. Reaction SMILES: [CH2:1]([O:3][C:4]1[N:5]([CH2:12][C:13]2[CH:18]=[CH:17][C:16]([C:19]3[C:20]([C:25]#[N:26])=[CH:21][CH:22]=[CH:23][CH:24]=3)=[CH:15][CH:14]=2)[C:6](=[O:11])[CH:7]=[C:8]([CH3:10])[N:9]=1)[CH3:2].C([O-])(=O)C.[Na+].[Br:32]Br>C(O)(=O)C.C(OCC)(=O)C>[Br:32][C:7]1[C:6](=[O:11])[N:5]([CH2:12][C:13]2[CH:18]=[CH:17][C:16]([C:19]3[C:20]([C:25]#[N:26])=[CH:21][CH:22]=[CH:23][CH:24]=3)=[CH:15][CH:14]=2)[C:4]([O:3][CH2:1][CH3:2])=[N:9][C:8]=1[CH3:10] |f:1.2|. Procedure details: To a solution of 4′-[(2-ethoxy-4-methyl-6-oxopyrimidin-1(6H)-yl)methyl]biphenyl-2-carbonitrile (6.15 g) and sodium acetate (1.46 g) in acetic acid (100 mL) was added bromine (0.91 mL), and the mixture was stirred for 2 hr. The reaction mixture was diluted with ethyl acetate, washed with 1 M aqueous sodium thiosulfate solution, saturated aqueous sodium hydrogen carbonate and saturated brine, and dried over anhydrous sodium sulfate. The solvent was evaporated under reduced pressure and the residue... Reactants: CCCCP(CCCC)CCCC, C1CCOC1, OCc1cccc2[nH]c(-c3ccc(C(F)(F)F)cc3)nc12, O=C(N=NC(=O)N1CCCCC1)N1CCCCC1, CCOC(=O)COc1ccc(S)cc1C. Product: CCOC(=O)COc1ccc(SCc2cccc3nc(-c4ccc(C(F)(F)F)cc4)[nH]c23)cc1C. RXN SMILES: [CH2:1]([P:2]([CH2:3][CH2:4][CH2:5][CH3:6])[CH2:7][CH2:8][CH2:9][CH3:10])[CH2:11][CH2:12][CH3:13].[CH2:68]1[O:69][CH2:70][CH2:71][CH2:72]1.[F:29][C:30]([c:31]1[cH:32][cH:33][c:34](-[c:37]2[n:38][c:39]3[c:40]([nH:41]2)[cH:42][cH:43][cH:44][c:45]3[CH2:46][OH:47])[cH:35][cH:36]1)([F:48])[F:49].[N:50]([C:51]([N:52]1[CH2:53][CH2:54][CH2:55][CH2:56][CH2:57]1)=[O:58])=[N:59][C:60]([N:61]1[CH2:62][CH2:63][CH2:64][CH2:65][CH2:66]1)=[O:67].[SH:14][c:15]1[cH:16][c:17]([CH3:28])[c:18]([O:19][CH2:20][C:21](=[O:22])[O:23][CH2:24][CH3:25])[cH:26][cH:27]1>>[S:14]([c:15]1[cH:16][c:17]([CH3:28])[c:18]([O:19][CH2:20][C:21](=[O:22])[O:23][CH2:24][CH3:25])[cH:26][cH:27]1)[CH2:46][c:45]1[c:39]2[nH:38][c:37](-[c:34]3[cH:33][cH:32][c:31]([C:30]([F:29])([F:48])[F:49])[cH:36][cH:35]3)[n:41][c:40]2[cH:42][cH:43][cH:44]1. Reactants: CS(C)=O, Cn1c(=O)n(C2CCC2)c2ccc(CCl)cc21, N#C[Na], O. Product: Cn1c(=O)n(C2CCC2)c2ccc(CC#N)cc21. Reaction SMILES: [CH3:21][S:22]([CH3:23])=[O:24].[Cl:1][CH2:2][c:3]1[cH:4][c:5]2[c:6]([n:7]([CH:12]3[CH2:13][CH2:14][CH2:15]3)[c:8](=[O:11])[n:9]2[CH3:10])[cH:16][cH:17]1.[Na:18][C:19]#[N:20].[OH2:25]>>[CH2:2]([c:3]1[cH:4][c:5]2[c:6]([n:7]([CH:12]3[CH2:13][CH2:14][CH2:15]3)[c:8](=[O:11])[n:9]2[CH3:10])[cH:16][cH:17]1)[C:19]#[N:20]. Reactants: [BH4-], CN(CC(=O)c1ccc2ccccc2c1)Cc1cccc(Br)c1, CO, [Na+]. Yields the product CN(Cc1cccc(Br)c1)CC(O)c1ccc2ccccc2c1. As a reaction SMILES: [BH4-:24].[Br:1][c:2]1[cH:3][c:4]([CH2:5][N:6]([CH2:7][C:8](=[O:9])[c:10]2[cH:11][c:12]3[cH:13][cH:14][cH:15][cH:16][c:17]3[cH:18][cH:19]2)[CH3:20])[cH:21][cH:22][cH:23]1.[CH3:26][OH:27].[Na+:25]>>[Br:1][c:2]1[cH:3][c:4]([CH2:5][N:6]([CH2:7][CH:8]([OH:9])[c:10]2[cH:11][c:12]3[cH:13][cH:14][cH:15][cH:16][c:17]3[cH:18][cH:19]2)[CH3:20])[cH:21][cH:22][cH:23]1. Reactants: C(#N)C=1C=C(C(=NC1C)NC1=CC(=CC=C1)C(F)(F)F)C(=O)OCC (5-cyano-6-methyl-2-[[3-(trifluormethyl)phenyl]amino]-3-pyridine-carboxylic acid, ethyl ester), [Se](=O)=O (selenium dioxide). Solvent: CCOCC (ether). Run at time 2 hour. Product: C(#N)C=1C=C(C(=NC1C=O)NC1=CC(=CC=C1)C(F)(F)F)C(=O)OCC (5-Cyano-6-formyl-2-[[3-(trifluormethyl)phenyl]amino]-3-pyridine-carboxylic acid, ethyl ester). RXN SMILES: [C:1]([C:3]1[CH:4]=[C:5]([C:21]([O:23][CH2:24][CH3:25])=[O:22])[C:6]([NH:10][C:11]2[CH:16]=[CH:15][CH:14]=[C:13]([C:17]([F:20])([F:19])[F:18])[CH:12]=2)=[N:7][C:8]=1[CH3:9])#[N:2].[Se](=O)=[O:27]>CCOCC>[C:1]([C:3]1[CH:4]=[C:5]([C:21]([O:23][CH2:24][CH3:25])=[O:22])[C:6]([NH:10][C:11]2[CH:16]=[CH:15][CH:14]=[C:13]([C:17]([F:20])([F:18])[F:19])[CH:12]=2)=[N:7][C:8]=1[CH:9]=[O:27])#[N:2]. Procedure: 69.8 g of 5-cyano-6-methyl-2-[[3-(trifluormethyl)phenyl]amino]-3-pyridine-carboxylic acid, ethyl ester (0.2 mol) are dissolved in 400 ml of diethyleneglycoldimethyl ether. After addition of 24.2 g of selenium dioxide, the mixture is heated at 160° with stirring for 2 hrs. The selenium is filtered off and the filtrate evaporated. The resulting yellow title compound is recrystallized from butanol. Yield 56 g (77%); m.p. 183°-185° C. Starting materials: N1=CC=C(C=C1)NC=1C=C(C(=O)O)C=CC1 (3-(4-pyridinylamino)benzoic acid), N1CCCCC1 (piperidine). The product is N1=CC=C(C=C1)NC=1C=C(C(=O)N2CCCCC2)C=CC1 (1-[3-(4-Pyridinylamino)benzoyl]piperidine), hydrochloride salt. RXN SMILES: [N:1]1[CH:6]=[CH:5][C:4]([NH:7][C:8]2[CH:9]=[C:10]([CH:14]=[CH:15][CH:16]=2)[C:11]([OH:13])=O)=[CH:3][CH:2]=1.[NH:17]1[CH2:22][CH2:21][CH2:20][CH2:19][CH2:18]1>>[N:1]1[CH:2]=[CH:3][C:4]([NH:7][C:8]2[CH:9]=[C:10]([CH:14]=[CH:15][CH:16]=2)[C:11]([N:17]2[CH2:22][CH2:21][CH2:20][CH2:19][CH2:18]2)=[O:13])=[CH:5][CH:6]=1. Procedure details: 1-[3-(4-Pyridinylamino)benzoyl]piperidine was prepared from 3-(4-pyridinylamino)benzoic acid and piperidine according to a procedure analogous to that of Example 48(b), and was obtained in the form of its hydrochloride salt, colorless powder, m.p. 224°-226° C. when recrystallized from ethanol.